Dataset: the Open Reaction Database (ORD), a public repository of structured organic reaction records. Task: describe an organic reaction: reactants, conditions, products, and yield The reactants are [Al+3], CC(=O)Cl, CN1CCC23CCCCC2C1Cc1ccccc13, [Cl-], [Cl-], [Cl-], ClCCCl, Cl. Yields the product CC(=O)c1ccc2c(c1)CC1C3CCCCC23CCN1C. RXN SMILES: [Al+3:2].[CH3:24][C:25]([Cl:26])=[O:27].[CH3:6][N:7]1[CH:8]2[CH:9]3[CH2:10][CH2:11][CH2:12][CH2:13][C:14]3([c:15]3[cH:16][cH:17][cH:18][cH:19][c:20]3[CH2:21]2)[CH2:22][CH2:23]1.[Cl-:1].[Cl-:3].[Cl-:4].[Cl:28][CH2:29][CH2:30][Cl:31].[ClH:5]>>[CH3:6][N:7]1[CH:8]2[CH:9]3[CH2:10][CH2:11][CH2:12][CH2:13][C:14]3([c:15]3[cH:16][cH:17][c:18]([C:25]([CH3:24])=[O:27])[cH:19][c:20]3[CH2:21]2)[CH2:22][CH2:23]1. Starting materials: CC1(OCC2=C(O1)C=CC=C2CCO)C (2-(2,2-dimethyl-4H-benzo[d][1,3]dioxin-5-yl)ethanol), CS(=O)(=O)Cl (MsCl), TEA. Run in C1CCOC1 (THF), CCOC(=O)C (EtOAc). Run at time 1 hour. Product: CS(=O)(=O)OCCC1=CC=CC=2OC(OCC21)(C)C (2-(2,2-dimethyl-4H-benzo[d][1,3]dioxin-5-yl)ethyl methanesulfonate). Yield: 72.8%. As a reaction SMILES: [CH3:1][C:2]1([CH3:15])[O:7][C:6]2[CH:8]=[CH:9][CH:10]=[C:11]([CH2:12][CH2:13][OH:14])[C:5]=2[CH2:4][O:3]1.[CH3:16][S:17](Cl)(=[O:19])=[O:18]>C1COCC1.CCOC(C)=O>[CH3:16][S:17]([O:14][CH2:13][CH2:12][C:11]1[C:5]2[CH2:4][O:3][C:2]([CH3:15])([CH3:1])[O:7][C:6]=2[CH:8]=[CH:9][CH:10]=1)(=[O:19])=[O:18]. Reported procedure: To a solution of 2-(2,2-dimethyl-4H-benzo[d][1,3]dioxin-5-yl)ethanol (400 mg, 1.92 mmol, 1 eq.) in THF (20 mL) were added MsCl (438 mg, 3.84 mmol, 2.0 eq.) and TEA (0.8 mL, 5.76 mmol, 3.0 eq.) at rt. The mixture was stirred at rt for 1 h and diluted with EtOAc. The organic layer was washed with water and brine, dried over Na2SO4, and concentrated to give 2-(2,2-dimethyl-4H-benzo[d][1,3]dioxin-5-yl)ethyl methanesulfonate (400 mg, crude) as a pale brown oil, which was used for next step without pu... Reactants: FC(C=1N=C(SC1)NC(=O)C1=NC(=CC=C1NC=1C=NC=CC1)C)(F)F (6-Methyl-3-(pyridin-3-ylamino)-pyridine-2-carboxylic acid (4-trifluoromethyl-thiazol-2-yl)-amide), BrC1=CC(=CC(=C1)F)F (1-Bromo-3,5-difluorobenzene). The product is FC(C=1N=C(SC1)NC(=O)C1=NC(=CC=C1NC1=CC(=CC(=C1)F)F)C)(F)F (3-(3,5-Difluoro-phenylamino)-6-methyl-pyridine-2-carboxylic acid (4-trifluoromethyl-thiazol-2-yl)-amide). As a reaction SMILES: [F:1][C:2]([F:26])([F:25])[C:3]1[N:4]=[C:5]([NH:8][C:9]([C:11]2[C:16]([NH:17]C3C=NC=CC=3)=[CH:15][CH:14]=[C:13]([CH3:24])[N:12]=2)=[O:10])[S:6][CH:7]=1.Br[C:28]1[CH:33]=[C:32]([F:34])[CH:31]=[C:30]([F:35])[CH:29]=1>>[F:25][C:2]([F:1])([F:26])[C:3]1[N:4]=[C:5]([NH:8][C:9]([C:11]2[C:16]([NH:17][C:28]3[CH:33]=[C:32]([F:34])[CH:31]=[C:30]([F:35])[CH:29]=3)=[CH:15][CH:14]=[C:13]([CH3:24])[N:12]=2)=[O:10])[S:6][CH:7]=1. Procedure: The title compound, was prepared from 3-Amino-6-methyl-pyridine-2-carboxylic acid (4-trifluoromethyl-thiazol-2-yl)-amide (example 18) in accordance with the general method of example 20 using 1-Bromo-3,5-difluorobenzene instead of 3-Bromo-4-methylpyridine to yield the final compound as a yellow solid, MS (ISP): m/e=414.6 (M+H+). The reactants are [H-].[Na+] (NaH), FC1=CC=CC=2NC(OC21)=O (7-fluoro-1,3-benzoxazol-2(3H)-one), BrCC(=O)N (2-bromo-acetamide). Solvent: CN(C)C=O (DMF). Run at time 0.25 hour. Yields the product FC1=CC=CC=2N(C(OC21)=O)CC(=O)N (2-(7-fluoro-2-oxo-1,3-benzoxazol-3(2H)-yl)acetamide). As a reaction SMILES: [H-].[Na+].[F:3][C:4]1[C:12]2[O:11][C:10](=[O:13])[NH:9][C:8]=2[CH:7]=[CH:6][CH:5]=1.Br[CH2:15][C:16]([NH2:18])=[O:17]>CN(C=O)C>[F:3][C:4]1[C:12]2[O:11][C:10](=[O:13])[N:9]([CH2:15][C:16]([NH2:18])=[O:17])[C:8]=2[CH:7]=[CH:6][CH:5]=1 |f:0.1|. Procedure: In a three neck flask, fitted with a magnetic stirrer, under inert atmosphere, NaH (in oil, 60 w/w, 1.8 g, 45.15 mmol) is carefully added by portion into a solution of 7-fluoro-1,3-benzoxazol-2(3H)-one 2 (5.76 g, 37.62 mmol) in dried DMF (80 ml) at 0° C. After 0.25 h, 2-bromo-acetamide (6.22 g, 45.15 mmol) is added. The reaction mixture is stirred for 1 h at room temperature, quenched with water, concentrated in vacuo and the residue is recrystallized in EtOH/H2O (80/20 (v/v)) to afford 2-(7-flu...